This data is from the Open Reaction Database (ORD), a public repository of structured organic reaction records. The task is: describe an organic reaction: reactants, conditions, products, and yield Reactants: [Al+3], COC(=O)Cc1cc(Br)c(S)c(Br)c1, CO, COc1ccccc1C(C)C, [Cl-], [Cl-], [Cl-], ClCCl, O, O=S(=O)(Cl)Cl, ClSCl. Product: COC(=O)Cc1cc(Br)c(Sc2ccc(OC)c(C(C)C)c2)c(Br)c1. As a reaction SMILES: [Al+3:35].[Br:6][c:7]1[cH:8][c:9]([CH2:15][C:16](=[O:17])[O:18][CH3:19])[cH:10][c:11]([Br:14])[c:12]1[SH:13].[CH3:41][OH:42].[CH:23]([CH3:24])([CH3:25])[c:26]1[c:27]([O:32][CH3:33])[cH:28][cH:29][cH:30][cH:31]1.[Cl-:34].[Cl-:36].[Cl-:37].[Cl:38][CH2:39][Cl:40].[OH2:43].[S:1]([Cl:2])([Cl:3])(=[O:4])=[O:5].[S:20]([Cl:21])[Cl:22]>>[Br:6][c:7]1[cH:8][c:9]([CH2:15][C:16](=[O:17])[O:18][CH3:19])[cH:10][c:11]([Br:14])[c:12]1[S:13][c:30]1[cH:29][cH:28][c:27]([O:32][CH3:33])[c:26]([CH:23]([CH3:24])[CH3:25])[cH:31]1. Reactants: CCOS(=O)(=O)C(F)(F)F, COC(=O)c1nccnc1NS(=O)(=O)Cc1cc(C(F)(F)F)ccc1Cl, CC#N, CCN(C(C)C)C(C)C. As a reaction SMILES: [CH2:36]([O:37][S:38]([C:39]([F:40])([F:41])[F:42])(=[O:43])=[O:44])[CH3:45].[CH3:1][O:2][C:3](=[O:4])[c:5]1[n:6][cH:7][cH:8][n:9][c:10]1[NH:11][S:12](=[O:13])(=[O:14])[CH2:15][c:16]1[c:17]([Cl:26])[cH:18][cH:19][c:20]([C:22]([F:23])([F:24])[F:25])[cH:21]1.[CH3:46][C:47]#[N:48].[CH:27]([CH3:28])([N:29]([CH2:30][CH3:31])[CH:32]([CH3:33])[CH3:34])[CH3:35]>>[CH3:1][O:2][C:3](=[O:4])[c:5]1[n:6][cH:7][cH:8][n:9][c:10]1[N:11]([S:12](=[O:13])(=[O:14])[CH2:15][c:16]1[c:17]([Cl:26])[cH:18][cH:19][c:20]([C:22]([F:23])([F:24])[F:25])[cH:21]1)[CH2:27][CH3:28]. The product is CCN(c1nccnc1C(=O)OC)S(=O)(=O)Cc1cc(C(F)(F)F)ccc1Cl. Reactants: O=C([O-])[O-], CC(=O)OC(C)=O, Clc1cccc(Nc2ncnc3[nH]nc(N4CCNCC4)c23)c1, Cl, Cl, [K+], [K+], C1COCCO1, O. Product: CC(=O)N1CCN(c2n[nH]c3ncnc(Nc4cccc(Cl)c4)c23)CC1. Reaction SMILES: [C:26](=[O:27])([O-:28])[O-:29].[CH3:32][C:33](=[O:34])[O:35][C:36](=[O:37])[CH3:38].[Cl:3][c:4]1[cH:5][c:6]([NH:10][c:11]2[c:12]3[c:13]([n:14][cH:15][n:16]2)[nH:17][n:18][c:19]3[N:20]2[CH2:21][CH2:22][NH:23][CH2:24][CH2:25]2)[cH:7][cH:8][cH:9]1.[ClH:1].[ClH:2].[K+:30].[K+:31].[O:40]1[CH2:41][CH2:42][O:43][CH2:44][CH2:45]1.[OH2:39]>>[Cl:3][c:4]1[cH:5][c:6]([NH:10][c:11]2[c:12]3[c:13]([n:14][cH:15][n:16]2)[nH:17][n:18][c:19]3[N:20]2[CH2:21][CH2:22][N:23]([C:33]([CH3:32])=[O:34])[CH2:24][CH2:25]2)[cH:7][cH:8][cH:9]1. The reactants are ClCC(=O)NC1=CC=C(C=C1)NC1=NC=CC(=N1)C1=C(N=C(S1)C)C (2-chloro-N-{4-[4-(2,4-dimethyl-thiazol-5-yl)-pyrimidin-2-ylamino]-phenyl}-acetamide), N1N=CN=C1 (1H-[1,2,4]triazole). Product: CC=1SC(=C(N1)C)C1=NC(=NC=C1)NC1=CC=C(C=C1)NC(CC1=NC=NN1)=O (N-{4-[4-(2,4-Dimethyl-thiazol-5-yl)-pyrimidin-2-ylamino]-phenyl}-2-[1,2,4]triazol-5-yl-acetamide). Reaction SMILES: Cl[CH2:2][C:3]([NH:5][C:6]1[CH:11]=[CH:10][C:9]([NH:12][C:13]2[N:18]=[C:17]([C:19]3[S:23][C:22]([CH3:24])=[N:21][C:20]=3[CH3:25])[CH:16]=[CH:15][N:14]=2)=[CH:8][CH:7]=1)=[O:4].[NH:26]1[CH:30]=[N:29][CH:28]=[N:27]1>>[CH3:24][C:22]1[S:23][C:19]([C:17]2[CH:16]=[CH:15][N:14]=[C:13]([NH:12][C:9]3[CH:10]=[CH:11][C:6]([NH:5][C:3](=[O:4])[CH2:2][C:28]4[NH:27][N:26]=[CH:30][N:29]=4)=[CH:7][CH:8]=3)[N:18]=2)=[C:20]([CH3:25])[N:21]=1. Procedure: By treatment of 2-chloro-N-{4-[4-(2,4-dimethyl-thiazol-5-yl)-pyrimidin-2-ylamino]-phenyl}-acetamide with 1H-[1,2,4]triazole. 1H-NMR (DMSO-D6) δ: 2.61 (s, 3H, CH3), 2.63 (s, 3H, CH3), 5.10 (s, 2H, CH2), 7.05 (d, 1H, J=5.4 Hz, pyrimidinyl-H), 7.50 (d, 2H, J=8.3 Hz, pyrimidinyl-H), 7.69 (d, 2H, J=8.9 Hz, Ph-H), 7.98 (s, 1H, Aryl-H), 8.48 (d, 1H, J=4.9 Hz, pyrimidinyl-H), 8.53 (s, 1H, Aryl-H), 9.62 (brs, 1H, NH), 10.30 (brs, 1H, NH). MS (ESI+) m/z 406.97 (C19H18N8OS requires 406.47). Yields the product O=C1C(=Cc2cccc(OCCCCl)c2)Cc2ccccc21. Starting materials: CO, O=Cc1cccc(OCCCCl)c1, [Na+], O=C1CCc2ccccc21, [OH-]. As a reaction SMILES: [CH3:26][OH:27].[Cl:13][CH2:14][CH2:15][CH2:16][O:17][c:18]1[cH:19][c:20]([CH:21]=[O:22])[cH:23][cH:24][cH:25]1.[Na+:12].[O:1]=[C:2]1[CH2:3][CH2:4][c:5]2[cH:6][cH:7][cH:8][cH:9][c:10]21.[OH-:11]>>[O:1]=[C:2]1[C:3](=[CH:21][c:20]2[cH:19][c:18]([O:17][CH2:16][CH2:15][CH2:14][Cl:13])[cH:25][cH:24][cH:23]2)[CH2:4][c:5]2[cH:6][cH:7][cH:8][cH:9][c:10]21. The reactants are CCCC1CN(C(=O)OC(C)(C)C)CC1O, CO, Cl. Product: Cl, CCCC1CNCC1O. RXN SMILES: [C:1]([O:2][C:3](=[O:4])[N:8]1[CH2:9][CH:10]([OH:16])[CH:11]([CH2:13][CH2:14][CH3:15])[CH2:12]1)([CH3:5])([CH3:6])[CH3:7].[CH3:18][OH:19].[ClH:17]>>[ClH:17].[NH:8]1[CH2:9][CH:10]([OH:16])[CH:11]([CH2:13][CH2:14][CH3:15])[CH2:12]1.